Task: describe an organic reaction: reactants, conditions, products, and yield. Dataset: the Open Reaction Database (ORD), a public repository of structured organic reaction records Starting materials: [N+](=O)([O-])C1=C(C=CC=C1)F (2-Nitrofluorobenzene), CN(CCOC1=CC=C(C=C1)N1C(N(C=C1)C1=CC=C(C=C1)O)=O)C (1-[4-(2-dimethylaminoethoxy)phenyl]-3-(4-hydroxyphenyl)-1,3-dihydroimidazol-2-one), [OH-].[K+] (potassium hydroxide). The reagents and catalysts are CCCCCCCC[N+](C)(CCCCCCCC)CCCCCCCC.[Cl-] (Aliquat® 336). Run in C1(=CC=CC=C1)C (toluene). Yields the product CN(CCOC1=CC=C(C=C1)N1C(N(C=C1)C1=CC=C(C=C1)OC1=C(C=CC=C1)[N+](=O)[O-])=O)C (1-[4-(2-Dimethylaminoethoxy)phenyl]-3-[4-(2-nitrophenoxy)phenyl]-1,3-dihydroimidazol-2-one). RXN SMILES: [N+:1]([C:4]1[CH:9]=[CH:8][CH:7]=[CH:6][C:5]=1F)([O-:3])=[O:2].[CH3:11][N:12]([CH3:35])[CH2:13][CH2:14][O:15][C:16]1[CH:21]=[CH:20][C:19]([N:22]2[CH:26]=[CH:25][N:24]([C:27]3[CH:32]=[CH:31][C:30]([OH:33])=[CH:29][CH:28]=3)[C:23]2=[O:34])=[CH:18][CH:17]=1.[OH-].[K+]>CCCCCCCC[N+](CCCCCCCC)(CCCCCCCC)C.[Cl-].C1(C)C=CC=CC=1>[CH3:11][N:12]([CH3:35])[CH2:13][CH2:14][O:15][C:16]1[CH:17]=[CH:18][C:19]([N:22]2[CH:26]=[CH:25][N:24]([C:27]3[CH:28]=[CH:29][C:30]([O:33][C:5]4[CH:6]=[CH:7][CH:8]=[CH:9][C:4]=4[N+:1]([O-:3])=[O:2])=[CH:31][CH:32]=3)[C:23]2=[O:34])=[CH:20][CH:21]=1 |f:2.3,4.5|. Procedure: 2-Nitrofluorobenzene (0.14 g) was added to a mixture of 1-[4-(2-dimethylaminoethoxy)phenyl]-3-(4-hydroxyphenyl)-1,3-dihydroimidazol-2-one (0.34 g), Aliquat® 336 (0.04 g, tricaprylylmethylammonium chloride), potassium hydroxide (0.077 g) and toluene (10 mL). The mixture was heated under reflux for 3 hours. After cooling, the reaction solution was washed with water, dried and concentrated. The residue was purified by preparative HPLC. The product with the molecular weight of 460.49 (C25H24N4O5); M...